Dataset: the Open Reaction Database (ORD), a public repository of structured organic reaction records. Task: describe an organic reaction: reactants, conditions, products, and yield The reactants are COc1ccc(P2(=S)SP(=S)(c3ccc(OC)cc3)S2)cc1, Cc1ccccc1, O=C1CC(c2cccnc2)=NN1c1ccccc1. Product: S=C1CC(c2cccnc2)=NN1c1ccccc1. As a reaction SMILES: [CH3:19][O:20][c:21]1[cH:22][cH:23][c:24]([P:25]2(=[S:28])[S:26][P:27]([c:29]3[cH:30][cH:31][c:32]([O:33][CH3:34])[cH:35][cH:36]3)(=[S:37])[S:38]2)[cH:39][cH:40]1.[CH3:41][c:42]1[cH:43][cH:44][cH:45][cH:46][cH:47]1.[n:1]1[cH:2][c:3]([C:7]2=[N:8][N:9]([c:13]3[cH:14][cH:15][cH:16][cH:17][cH:18]3)[C:10](=[O:12])[CH2:11]2)[cH:4][cH:5][cH:6]1>>[n:1]1[cH:2][c:3]([C:7]2=[N:8][N:9]([c:13]3[cH:14][cH:15][cH:16][cH:17][cH:18]3)[C:10](=[S:28])[CH2:11]2)[cH:4][cH:5][cH:6]1. Solvent: O (water). Conditions: temperature 83 celsius. Procedure details: A glass lined reactor was charged with 12.4 Kg of (3β,5α,11β,25R)-11-bromospirostan-3-ol-12-one (24.34 mole), 33 gallons of 33 gallons of water and 7.5 Kg (189 mole, 7.75 eq) of sodium hydroxide pellets. The reaction was heated to reflux over 1.5 hours, maintained at reflux for 4.5 hours (pot temperature was 83° C.), then cooled to room temperature. TLC at this point indicated complete reaction. Reactants: Br[C@@H]1[C@@H]2[C@]3(CC[C@@H](C[C@@H]3CC[C@H]2[C@@H]2C[C@H]3[C@H]([C@H](C)[C@]4(O3)CC[C@@H](C)CO4)[C@]2(C1=O)C)O)C ((3β,5α,11β,25R)-11-bromospirostan-3-ol-12-one), [OH-].[Na+] (sodium hydroxide). As a reaction SMILES: Br[C@H:2]1[C:28](=[O:29])[C@@:27]2([CH3:30])[C@@H:13]([CH2:14][C@@H:15]3[O:20][C@@:19]4([O:26][CH2:25][C@H:23]([CH3:24])[CH2:22][CH2:21]4)[C@@H:17]([CH3:18])[C@@H:16]32)[C@H:12]2[C@H:3]1[C@:4]1([CH3:32])[C@@H:9]([CH2:10][CH2:11]2)[CH2:8][C@@H:7]([OH:31])[CH2:6][CH2:5]1.[OH-:33].[Na+]>O>[CH3:18][C@@H:17]1[C@:19]2([O:26][CH2:25][C@H:23]([CH3:24])[CH2:22][CH2:21]2)[O:20][C@H:15]2[CH2:14][C@@H:13]3[C@@:27]([CH3:30])([C@@H:16]12)[C@H:28]([OH:29])[C:2](=[O:33])[C@H:3]1[C@H:12]3[CH2:11][CH2:10][C@@H:9]2[C@:4]1([CH3:32])[CH2:5][CH2:6][C@H:7]([OH:31])[CH2:8]2 |f:1.2|. The product is C[C@H]1[C@H]2[C@H](C[C@H]3[C@@H]4CC[C@H]5C[C@H](CC[C@]5(C)[C@H]4C([C@H]([C@]23C)O)=O)O)O[C@]12CC[C@@H](C)CO2 ((3β,5α,12β,25R)spirostan-3,12-diol-11-one). Reactants: N#Cc1ccc2c(c1)S(=O)(=O)c1ccc([N+](=O)[O-])cc1C=C2, [Cl-], Cl, [Na+], C1CCOC1, [OH-], O, O. Product: N#Cc1ccc2c(c1)S(=O)(=O)c1ccc(N)cc1C=C2. Reaction SMILES: [C:1](#[N:2])[c:3]1[cH:4][cH:5][c:6]2[c:7]([cH:22]1)[S:8](=[O:20])(=[O:21])[c:9]1[c:10]([cH:13][c:14]([N+:17]([O-:18])=[O:19])[cH:15][cH:16]1)[CH:11]=[CH:12]2.[Cl-:26].[ClH:23].[Na+:28].[O:29]1[CH2:30][CH2:31][CH2:32][CH2:33]1.[OH-:27].[OH2:24].[OH2:25]>>[C:1](#[N:2])[c:3]1[cH:4][cH:5][c:6]2[c:7]([cH:22]1)[S:8](=[O:20])(=[O:21])[c:9]1[c:10]([cH:13][c:14]([NH2:17])[cH:15][cH:16]1)[CH:11]=[CH:12]2. Reactants: EtOAc-hexanes, BrC1=C(C=CC2=CC=CC=C12)O (1-Bromo-2-naphthol), C(C)(C)[Si](C(C)C)(C(C)C)Cl (triisopropylsilyl chloride), N1C=NC=C1 (imidazole), N1=CC=CC=C1 (pyridine). Reagents/catalysts: CN(C)C=1C=CN=CC1 (DMAP). The solvent is O (H2O), C(Cl)Cl (CH2Cl2). Product: BrC1=C(C=CC2=CC=CC=C12)O[Si](C(C)C)(C(C)C)C(C)C ((1-bromo-naphthalen-2-yloxy)-triisopropyl-silane). The yield is 99.1%. As a reaction SMILES: [Br:1][C:2]1[C:11]2[C:6](=[CH:7][CH:8]=[CH:9][CH:10]=2)[CH:5]=[CH:4][C:3]=1[OH:12].[CH:13]([Si:16](Cl)([CH:20]([CH3:22])[CH3:21])[CH:17]([CH3:19])[CH3:18])([CH3:15])[CH3:14].N1C=CN=C1.N1C=CC=CC=1>CN(C1C=CN=CC=1)C.C(Cl)Cl.O>[Br:1][C:2]1[C:11]2[C:6](=[CH:7][CH:8]=[CH:9][CH:10]=2)[CH:5]=[CH:4][C:3]=1[O:12][Si:16]([CH:20]([CH3:22])[CH3:21])([CH:17]([CH3:19])[CH3:18])[CH:13]([CH3:15])[CH3:14]. Procedure details: 1-Bromo-2-naphthol (5.00 g, 22.4 mmol) was mixed with triisopropylsilyl chloride (7.2 mL, 33.6 mmol), DMAP (402 mg, 3.30 mmol), imidazole (3.81 g, 56.0 mmol), and pyridine (6 mL) in CH2Cl2 (50 mL). The reaction was refluxed for two hours. TLC analysis (silica, 15% EtOAc-hexanes) indicated the reaction was complete. The reaction was allowed to cool to room temperature and then was diluted with H2O. The dilution was extracted three times with CH2Cl2. The organic extracts were combined, washed with... Yields the product Cc1nc(C(=O)N2C(CNC(=O)c3c(C)nc4sccn34)CC3CC32)c(-c2cccc(F)c2)s1. Starting materials: Cc1nc2sccn2c1C(=O)NCC1CC2CC2N1, Cc1nc(C(=O)O)c(-c2cccc(F)c2)s1. Reaction SMILES: [CH:1]12[NH:2][CH:3]([CH2:7][NH:8][C:9](=[O:10])[c:11]3[c:12]([CH3:19])[n:13][c:14]4[s:15][cH:16][cH:17][n:18]34)[CH2:4][CH:5]1[CH2:6]2.[F:20][c:21]1[cH:22][c:23](-[c:27]2[c:28]([C:33](=[O:34])[OH:35])[n:29][c:30]([CH3:32])[s:31]2)[cH:24][cH:25][cH:26]1>>[CH:1]12[N:2]([C:33]([c:28]3[c:27](-[c:23]4[cH:22][c:21]([F:20])[cH:26][cH:25][cH:24]4)[s:31][c:30]([CH3:32])[n:29]3)=[O:34])[CH:3]([CH2:7][NH:8][C:9](=[O:10])[c:11]3[c:12]([CH3:19])[n:13][c:14]4[s:15][cH:16][cH:17][n:18]34)[CH2:4][CH:5]1[CH2:6]2. Product: N[C@@H]1[C@@H](CCCC1)NC1=NC=C(C(=N1)NC1=CC=C(C=C1)N1N=C(C=C1)C)C(=O)N (2-((1R,2S)-2-aminocyclohexylamino)-4-(4-(3-methyl-1H-pyrazol-1-yl)phenylamino)pyrimidine-5-carboxamide). Procedure details: This compound was synthesised using the synthetic scheme described for the synthesis of compound 122, and using 4-(3-methyl-1H-pyrazol-1-yl)aniline in step 1. MS: 407.5 (M+H). Starting materials: N[C@@H]1[C@@H](CCCC1)NC1=NC=C(C(=N1)NC1=CC=C(C=C1)C1=CC=NO1)C(=O)N (2-((1R,2S)-2-aminocyclohexylamino)-4-(4-(isoxazol-5-yl)phenylamino)pyrimidine-5-carboxamide), CC1=NN(C=C1)C1=CC=C(N)C=C1 (4-(3-methyl-1H-pyrazol-1-yl)aniline). RXN SMILES: [NH2:1][C@H:2]1[CH2:7][CH2:6][CH2:5][CH2:4][C@H:3]1[NH:8][C:9]1[N:14]=[C:13](NC2C=CC(C3ON=CC=3)=CC=2)[C:12]([C:27]([NH2:29])=[O:28])=[CH:11][N:10]=1.[CH3:30][C:31]1[CH:35]=[CH:34][N:33]([C:36]2[CH:42]=[CH:41][C:39]([NH2:40])=[CH:38][CH:37]=2)[N:32]=1>>[NH2:1][C@H:2]1[CH2:7][CH2:6][CH2:5][CH2:4][C@H:3]1[NH:8][C:9]1[N:14]=[C:13]([NH:40][C:39]2[CH:41]=[CH:42][C:36]([N:33]3[CH:34]=[CH:35][C:31]([CH3:30])=[N:32]3)=[CH:37][CH:38]=2)[C:12]([C:27]([NH2:29])=[O:28])=[CH:11][N:10]=1.